Dataset: the Open Reaction Database (ORD), a public repository of structured organic reaction records. Task: describe an organic reaction: reactants, conditions, products, and yield Starting materials: CC(COC1=C(NC=2NC(C(=CN2)C(=O)O)=O)C=CC=C1)C (1,6-dihydro-2-[2-(2-methylpropoxy)anilino]-6-oxo-5-pyrimidinecarboxylic acid), C([O-])([O-])=O.[Na+].[Na+] (sodium carbonate). Solvent: C(C)O (ethanol), O (water). Yields the product CC(COC1=C(NC=2NC(C(=CN2)C(=O)[O-])=O)C=CC=C1)C.[Na+] (sodium 1,6-dihydro-2-[2-(2-methylpropoxy)anilino]-6-oxo-5-pyrimidinecarboxylate). Yield: 57.8%. RXN SMILES: [CH3:1][CH:2]([CH3:22])[CH2:3][O:4][C:5]1[CH:21]=[CH:20][CH:19]=[CH:18][C:6]=1[NH:7][C:8]1[NH:9][C:10](=[O:17])[C:11]([C:14]([OH:16])=[O:15])=[CH:12][N:13]=1.C(=O)([O-])[O-].[Na+:27].[Na+]>C(O)C.O>[CH3:1][CH:2]([CH3:22])[CH2:3][O:4][C:5]1[CH:21]=[CH:20][CH:19]=[CH:18][C:6]=1[NH:7][C:8]1[NH:9][C:10](=[O:17])[C:11]([C:14]([O-:16])=[O:15])=[CH:12][N:13]=1.[Na+:27] |f:1.2.3,6.7|. Procedure: A mixture of 1,6-dihydro-2-[2-(2-methylpropoxy)anilino]-6-oxo-5-pyrimidinecarboxylic acid (20 g) and sodium carbonate (7.0 g) in ethanol (100 ml) and water (100 ml) is heated until the solution is completed. After allowing to stand the solution overnight, the precipitate is collected by filtration, washed with water and dried to give sodium 1,6-dihydro-2-[2-(2-methylpropoxy)anilino]-6-oxo-5-pyrimidinecarboxylate (12.4 g). M.p. 231°-233° C. Reactants: C1(=CC=CC=C1)N1C=NC=C1 (1-phenyl-1H-imidazole), [F-].[Cs+] (cesium fluoride), C1(=CC=CC=C1)[As](C1=CC=CC=C1)C1=CC=CC=C1 (triphenylarsine), BrC=1C=CC2=C(N(C=N2)C2=CC=C(C=C2)F)C1 (6-bromo-1-(4-fluoro-phenyl)-1H-benzo[d]imidazole), BrC=1C=CC2=C(N(C=N2)C2=CC=C(C=C2)F)C1 (6-bromo-1-(4-fluoro-phenyl)-1H-benzo[d]imidazole). The reagents and catalysts are C(C)(=O)[O-].[Pd+2].C(C)(=O)[O-] (palladium(II)acetate). Reaction conditions: temperature 140 celsius, time 48 hour. Yields the product FC1=CC=C(C=C1)N1C=NC2=C1C=C(C=C2)C=2N(C=NC2)C2=CC=CC=C2 (1-(4-Fluoro-phenyl)-6-(3-phenyl-3H-imidazol-4-yl)-1H-benzoimidazole). Yield: 18.5%. RXN SMILES: [C:1]1([N:7]2[CH:11]=[CH:10][N:9]=[CH:8]2)[CH:6]=[CH:5][CH:4]=[CH:3][CH:2]=1.[F-].[Cs+].C1([As](C2C=CC=CC=2)C2C=CC=CC=2)C=CC=CC=1.Br[C:34]1[CH:35]=[CH:36][C:37]2[N:41]=[CH:40][N:39]([C:42]3[CH:47]=[CH:46][C:45]([F:48])=[CH:44][CH:43]=3)[C:38]=2[CH:49]=1>C([O-])(=O)C.[Pd+2].C([O-])(=O)C>[F:48][C:45]1[CH:46]=[CH:47][C:42]([N:39]2[C:38]3[CH:49]=[C:34]([C:11]4[N:7]([C:1]5[CH:6]=[CH:5][CH:4]=[CH:3][CH:2]=5)[CH:8]=[N:9][CH:10]=4)[CH:35]=[CH:36][C:37]=3[N:41]=[CH:40]2)=[CH:43][CH:44]=1 |f:1.2,5.6.7|. Reported procedure: To a flame-dried reaction flask were added commercially available 1-phenyl-1H-imidazole (50.5 mg, 0.35 mmol), palladium(II)acetate (7.86 mg, 35.0 μmol), cesium fluoride (106 mg, 0.7 mmol), triphenylarsine (21.4 mg, 70.0 μmol) and 6-bromo-1-(4-fluoro-phenyl)-1H-benzo[d]imidazole (intermediate G) (204 mg, 0.7 mmol). The reaction flask was evacuated, and backfilled with argon, and this sequence was repeated twice. Afterwards DMF (1.75 ml) was added successively under a stream of argon by syringe at... Reactants: OCCC1=C(C=CC=C1)S (hydroxyethyl benzene thiol), C(C=C)(=O)[O-].[Cl-] (chloride acrylate), N1=CC=CC=C1 (pyridine). Yields the product C(C=C)(=O)OCCSC1=CC=CC=C1 (2-(phenylthio)ethyl acrylate). Yield: 80.0%. RXN SMILES: OCC[C:4]1[CH:9]=[CH:8][CH:7]=[CH:6][C:5]=1[SH:10].[C:11]([O-:15])(=[O:14])[CH:12]=[CH2:13].[Cl-].N1C=CC=[CH:19][CH:18]=1>>[C:11]([O:15][CH2:18][CH2:19][S:10][C:5]1[CH:4]=[CH:9][CH:8]=[CH:7][CH:6]=1)(=[O:14])[CH:12]=[CH2:13] |f:1.2|. Reported procedure: 60 g of hydroxyethyl benzene thiol and 44.7 g of chloride acrylate were reacted in 244 g of pyridine at 25° C. for 4 hours and then formed by distillation into 2-(phenylthio)ethyl acrylate with 80% yield. A synthetic monomer 6 was obtained with 82% yield in the same manner as in Synthesis Example 1 except that 2-(phenylthio)ethyl acrylate was used in place of phenoxyethyl acrylate. Reactants: ClC1=C(C=C2CC(C(C2=C1Cl)O)(C)CC)CC(=O)N (6,7-dichloro-2-ethyl-2-methyl-1-hydroxyindan-5-ylacetamide), ClC1=C(C=C2CC(C(C2=C1Cl)O)(CCC)CC)CC(=O)N (6,7-dichloro-2-ethyl-2-(n-propyl)-1-hydroxyindan-5-ylacetamide), ClC1=C(C=C2CC(C(C2=C1Cl)O)(C)C(C)C)CC(=O)N (6,7-dichloro-2-(i-propyl)-2-methyl-1-hydroxyindan-5-ylacetamide), C(C)OC(C(=O)OCC)=O.CC(C)([O-])C.[K+] (diethyloxalate potassium t-butoxide). The product is ClC1=C(C=C2CC(C(C2=C1Cl)O)(C)C(C)C)C1=C(C(NC1=O)=O)O (4-[6,7-dichloro-2-(i-propyl)-2-methyl-1-hydroxyindan-5-yl]-3-hydroxy-3-pyrroline-2,5-dione), ClC1=C(C=C2CC(C(C2=C1Cl)O)(C)CC)C1=C(C(NC1=O)=O)O (4-(6,7-dichloro-2-ethyl-2-methyl-1-hydroxyindan-5-yl)-3-hydroxy-3-pyrroline-2,5-dione), ClC1=C(C=C2CC(C(C2=C1Cl)O)(CCC)CC)C1=C(C(NC1=O)=O)O (4-[6,7-dichloro-2-ethyl-2-(n-propyl)-1-hydroxyindan-5-yl]-3-hydroxy-3-pyrroline-2,5-dione). Reaction SMILES: [Cl:1][C:2]1[C:10]([Cl:11])=[C:9]2[C:5]([CH2:6][C:7]([CH:14]([CH3:16])[CH3:15])([CH3:13])[CH:8]2[OH:12])=[CH:4][C:3]=1[CH2:17][C:18]([NH2:20])=[O:19].[Cl:21][C:22]1[C:30]([Cl:31])=[C:29]2[C:25]([CH2:26][C:27]([CH2:34][CH3:35])([CH3:33])[CH:28]2[OH:32])=[CH:24][C:23]=1[CH2:36][C:37]([NH2:39])=[O:38].[Cl:40][C:41]1[C:49]([Cl:50])=[C:48]2[C:44]([CH2:45][C:46]([CH2:55][CH3:56])([CH2:52][CH2:53][CH3:54])[CH:47]2[OH:51])=[CH:43][C:42]=1[CH2:57][C:58]([NH2:60])=[O:59].C([O:63][C:64](=[O:70])[C:65]([O:67]CC)=[O:66])C.CC(C)([O-])C.[K+]>>[Cl:1][C:2]1[C:10]([Cl:11])=[C:9]2[C:5]([CH2:6][C:7]([CH:14]([CH3:16])[CH3:15])([CH3:13])[CH:8]2[OH:12])=[CH:4][C:3]=1[C:17]1[C:18](=[O:19])[NH:20][C:64](=[O:63])[C:65]=1[OH:66].[Cl:21][C:22]1[C:30]([Cl:31])=[C:29]2[C:25]([CH2:26][C:27]([CH2:34][CH3:35])([CH3:33])[CH:28]2[OH:32])=[CH:24][C:23]=1[C:36]1[C:37](=[O:38])[NH:39][C:64](=[O:70])[C:65]=1[OH:67].[Cl:40][C:41]1[C:49]([Cl:50])=[C:48]2[C:44]([CH2:45][C:46]([CH2:55][CH3:56])([CH2:52][CH2:53][CH3:54])[CH:47]2[OH:51])=[CH:43][C:42]=1[C:57]1[C:58](=[O:59])[NH:60][C:64](=[O:63])[C:65]=1[OH:66] |f:3.4.5|. Procedure: When 6,7-dichloro-2-(i-propyl)-2-methyl-1-hydroxyindan-5-ylacetamide, 6,7-dichloro-2-ethyl-2-methyl-1-hydroxyindan-5-ylacetamide, and 6,7-dichloro-2-ethyl-2-(n-propyl)-1-hydroxyindan-5-ylacetamide are utilized as starting materials in the diethyloxalate/potassium t-butoxide reaction there are obtained 4-[6,7-dichloro-2-(i-propyl)-2-methyl-1-hydroxyindan-5-yl]-3-hydroxy-3-pyrroline-2,5-dione, 4-(6,7-dichloro-2-ethyl-2-methyl-1-hydroxyindan-5-yl)-3-hydroxy-3-pyrroline-2,5-dione, and 4-[6,7-dichlor... Starting materials: N[C@H]1CN(CCC1)C(=O)OC(C)(C)C ((R)-3-amino-1-N-Boc-piperidine), BrC=1C=NC(=NC1)Cl (5-bromo-2-chloropyrimidine), CCN(C(C)C)C(C)C (DIEA), CC(OCC)=O.CCCCCCC (EA n-heptane). The solvent is CCO (EtOH), CC(OCC)=O (EA). The product is C(C)(C)(C)OC(=O)N1C[C@@H](CCC1)NC1=NC=C(C=N1)Br ((R)-3-(5-bromo-pyrimidin-2-ylamino)-piperidine-1-carboxylic acid tert-butyl ester). Yield: 48.0%. Reaction SMILES: [NH2:1][C@@H:2]1[CH2:7][CH2:6][CH2:5][N:4]([C:8]([O:10][C:11]([CH3:14])([CH3:13])[CH3:12])=[O:9])[CH2:3]1.[Br:15][C:16]1[CH:17]=[N:18][C:19](Cl)=[N:20][CH:21]=1.CCN(C(C)C)C(C)C.CC(=O)OCC.CCCCCCC>CCO.CC(=O)OCC>[C:11]([O:10][C:8]([N:4]1[CH2:5][CH2:6][CH2:7][C@@H:2]([NH:1][C:19]2[N:20]=[CH:21][C:16]([Br:15])=[CH:17][N:18]=2)[CH2:3]1)=[O:9])([CH3:14])([CH3:13])[CH3:12] |f:3.4|. Procedure: To a solution of (R)-3-amino-1-N-Boc-piperidine (920 mg) in dry EtOH (20 mL) were added successively 5-bromo-2-chloropyrimidine (957 mg), DIEA (0.86 mL). The reaction mixture was stirred at reflux for 16 hours under nitrogen. After cooling to RT, the reaction mixture was diluted with EA, washed with sat. NaHCO3, 1N NaOH. The organic extract was dried (MgSO4), filtered and concentrated to yield a crude brown-orange oil. FC (EA/n-heptane: 2/8) gave 787 mg (48%) of the title compound as a light bro...